Dataset: the Open Reaction Database (ORD), a public repository of structured organic reaction records. Task: describe an organic reaction: reactants, conditions, products, and yield Starting materials: C([C@H](O)C1=CC=CC=C1)(=O)O (D-mandelic acid), C1(=CC=C(C=C1)S(=O)(=O)O)C (p-toluenesulfonic acid). Solvent: C1=CC=CC=C1 (benzene). Product: C([C@H](O)C1=CC=CC=C1)(=O)OCC1=CC=CC=C1 (Benzyl D-mandelate). The yield is 9528.3%. RXN SMILES: [C:1]([OH:11])(=[O:10])[C@@H:2]([C:4]1[CH:9]=[CH:8][CH:7]=[CH:6][CH:5]=1)[OH:3].[C:12]1([CH3:22])[CH:17]=[CH:16][C:15](S(O)(=O)=O)=[CH:14][CH:13]=1>C1C=CC=CC=1>[C:1]([O:11][CH2:22][C:12]1[CH:17]=[CH:16][CH:15]=[CH:14][CH:13]=1)(=[O:10])[C@@H:2]([C:4]1[CH:9]=[CH:8][CH:7]=[CH:6][CH:5]=1)[OH:3]. Reported procedure: A solution of 85.1 g (559 mmol) of D-mandelic acid, 65 ml(628 mmol) of benzyl alchohol, and 1.01 g (5.35 mmol) of p-toluenesulfonic acid in 700 ml of benzene was refluxed for 6.5 hours. The mixture was washed with water and concentrated. The residue was recrystallized from ether to give 123.5 g of the aimed compound D-2 in 91% yield.